From a dataset of the Open Reaction Database (ORD), a public repository of structured organic reaction records. describe an organic reaction: reactants, conditions, products, and yield Reactants: [H-].[Al+3].[Li+].[H-].[H-].[H-] (lithium aluminum hydride), C1(=CC=CC=C1)C(N1N=C(N=C1)SCCOC1=NC=CC(=C1)C#N)(C1=CC=CC=C1)C1=CC=CC=C1 (2-[(2-{[1-(triphenylmethyl)-1H-1,2,4-triazol-3-yl]thio}ethyl)oxy]pyridine-4-carbonitrile), Example 19, O (water), [OH-].[Na+] (sodium hydroxide). Solvent: C1CCOC1 (THF), C1CCOC1 (THF). Run at time 7 hour. Product: C1(=CC=CC=C1)C(N1N=C(N=C1)SCCOC1=NC=CC(=C1)CN)(C1=CC=CC=C1)C1=CC=CC=C1 (1-{2-[(2-{[1-(triphenylmethyl)-1H-1,2,4-triazol-3-yl]thio}ethyl)oxy]pyridin-4-yl}methanamine). Yield: 41.0%. As a reaction SMILES: [C:1]1([C:7]([C:31]2[CH:36]=[CH:35][CH:34]=[CH:33][CH:32]=2)([C:25]2[CH:30]=[CH:29][CH:28]=[CH:27][CH:26]=2)[N:8]2[CH:12]=[N:11][C:10]([S:13][CH2:14][CH2:15][O:16][C:17]3[CH:22]=[C:21]([C:23]#[N:24])[CH:20]=[CH:19][N:18]=3)=[N:9]2)[CH:6]=[CH:5][CH:4]=[CH:3][CH:2]=1.[H-].[Al+3].[Li+].[H-].[H-].[H-].O.[OH-].[Na+]>C1COCC1>[C:31]1([C:7]([C:1]2[CH:6]=[CH:5][CH:4]=[CH:3][CH:2]=2)([C:25]2[CH:26]=[CH:27][CH:28]=[CH:29][CH:30]=2)[N:8]2[CH:12]=[N:11][C:10]([S:13][CH2:14][CH2:15][O:16][C:17]3[CH:22]=[C:21]([CH2:23][NH2:24])[CH:20]=[CH:19][N:18]=3)=[N:9]2)[CH:36]=[CH:35][CH:34]=[CH:33][CH:32]=1 |f:1.2.3.4.5.6,8.9|. Reported procedure: A solution of 2-[(2-{[1-(triphenylmethyl)-1H-1,2,4-triazol-3-yl]thio}ethyl)oxy]pyridine-4-carbonitrile obtained in Reference Example 19 (5.00 g, 10.2 mmol) in THF (40 mL) was added to a suspension of lithium aluminum hydride (0.775 g, 20.4 mmol) in THF (60 mL) at 0° C., and the mixture was stirred at room temperature for 7 hr. The mixture was cooled to 0° C., water and 1N aqueous sodium hydroxide solution were added, and the insoluble material was filtered off. The filtrate was dried over sodium... Reactants: COCCN1CC(c2ccccc2)CCC(NC(=O)OC(C)(C)C)C1=O, ClCCl, O=C(O)C(F)(F)F. Product: COCCN1CC(c2ccccc2)CCC(N)C1=O. As a reaction SMILES: [CH3:8][O:9][CH2:10][CH2:11][N:12]1[C:13](=[O:33])[CH:14]([NH:25][C:26](=[O:27])[O:28][C:29]([CH3:30])([CH3:31])[CH3:32])[CH2:15][CH2:16][CH:17]([c:19]2[cH:20][cH:21][cH:22][cH:23][cH:24]2)[CH2:18]1.[Cl:34][CH2:35][Cl:36].[OH:1][C:2]([C:3]([F:4])([F:5])[F:6])=[O:7]>>[CH3:8][O:9][CH2:10][CH2:11][N:12]1[C:13](=[O:33])[CH:14]([NH2:25])[CH2:15][CH2:16][CH:17]([c:19]2[cH:20][cH:21][cH:22][cH:23][cH:24]2)[CH2:18]1.